This data is from the Open Reaction Database (ORD), a public repository of structured organic reaction records. The task is: describe an organic reaction: reactants, conditions, products, and yield Procedure: To a suspension of 3,3-bis(methylthio)-1,2-diphenylprop-2-en-1-one (2.5 g, 8.32 mmol) in ethanol (20 mL), was added hydrazine hydrate (1.67 g, 33.3 mmol) at room temperature. The reaction was refluxed for 6 h. After cooling, the reaction was poured into water and extracted with ethyl acetate. The organic extract was dried over MgSO4 and concentrated under reduced pressure. The residue was purified by column chromatography to give the title compound (1.98 g). LCMS m/z=267.0 [M+H]+. Reactants: O.NN (hydrazine hydrate), CSC(=C(C(=O)C1=CC=CC=C1)C1=CC=CC=C1)SC (3,3-bis(methylthio)-1,2-diphenylprop-2-en-1-one), O (water). Isolated yield 89.3%. As a reaction SMILES: [CH3:1][S:2][C:3](SC)=[C:4]([C:13]1[CH:18]=[CH:17][CH:16]=[CH:15][CH:14]=1)[C:5]([C:7]1[CH:12]=[CH:11][CH:10]=[CH:9][CH:8]=1)=O.O.[NH2:22][NH2:23].O>C(O)C>[CH3:1][S:2][C:3]1[NH:23][N:22]=[C:5]([C:7]2[CH:12]=[CH:11][CH:10]=[CH:9][CH:8]=2)[C:4]=1[C:13]1[CH:18]=[CH:17][CH:16]=[CH:15][CH:14]=1 |f:1.2|. Solvent: C(C)O (ethanol). The product is CSC1=C(C(=NN1)C1=CC=CC=C1)C1=CC=CC=C1 (5-(Methylthio)-3,4-diphenyl-1H-pyrazole). Run in CN(C)C=O (DMF), CN(C)C=O (DMF). The product is CC=1C=2N(N=C(C1)OCC1(COC1)C)C(=NN2)N (8-Methyl-6-(3-methyloxetan-3-ylmethoxy)-[1,2,4]triazolo[4,3-b]pyridazin-3-ylamine). The reactants are alkoxide, alkoxide, Br.ClC=1C=C(C=2N(N1)C(=NN2)N)C (6-chloro-8-methyl-[1,2,4]triazolo[4,3-b]pyridazin-3-ylamine hydrobromide), CC1(COC1)CO ((3-Methyloxetan-3-yl)methanol), [H-].[Na+] (sodium hydride), O (water). Reaction SMILES: [CH3:1][C:2]1([CH2:6][OH:7])[CH2:5][O:4][CH2:3]1.[H-].[Na+].Br.Cl[C:12]1[CH:13]=[C:14]([CH3:22])[C:15]2[N:16]([C:18]([NH2:21])=[N:19][N:20]=2)[N:17]=1.O>CN(C=O)C>[CH3:22][C:14]1[C:15]2[N:16]([C:18]([NH2:21])=[N:19][N:20]=2)[N:17]=[C:12]([O:7][CH2:6][C:2]2([CH3:1])[CH2:5][O:4][CH2:3]2)[CH:13]=1 |f:1.2,3.4|. Conditions: temperature 45 celsius, time 0.5 hour. Procedure: (3-Methyloxetan-3-yl)methanol (1.74 g) was initially charged in DMF (30 ml), admixed under argon with sodium hydride (408 mg) and stirred at 45° C. for 0.5 h. Subsequently, 6-chloro-8-methyl-[1,2,4]triazolo[4,3-b]pyridazin-3-ylamine hydrobromide (W2.002; 1.5 g) was dissolved in DMF (30 ml) and one equivalent of the alkoxide solution (10 ml) was added. After stirring at 45° C. for 30 min, a further 0.5 equivalent of alkoxide solution was added, followed by 0.5 eq. each after a further 30 and 60 m... The yield is 53.6%. Product: NN1C(C=2CCCCC2C(=N1)C1=CC=CC=C1)=O (2-amino-4-Phenyl-5,6,7,8-tetrahydrophthalazin-1(2H)-one). RXN SMILES: [C:1]1([C:7]2[C:16]3[CH2:15][CH2:14][CH2:13][CH2:12][C:11]=3[C:10](=[O:17])[NH:9][N:8]=2)[CH:6]=[CH:5][CH:4]=[CH:3][CH:2]=1.C1(P(O[NH2:33])(C2C=CC=CC=2)=O)C=CC=CC=1>>[NH2:33][N:9]1[N:8]=[C:7]([C:1]2[CH:2]=[CH:3][CH:4]=[CH:5][CH:6]=2)[C:16]2[CH2:15][CH2:14][CH2:13][CH2:12][C:11]=2[C:10]1=[O:17]. Procedure details: 4-Phenyl-5,6,7,8-tetrahydrophthalazin-1(2H)-one was treated with O-(diphenylphosphoryl)hydroxylamine using a method similar to that described in Example 1B to give the title compound. MS (APCI+) M/Z 242 (M+H)+. Starting materials: C1(=CC=CC=C1)C1=NNC(C=2CCCCC12)=O (4-Phenyl-5,6,7,8-tetrahydrophthalazin-1(2H)-one), C1(=CC=CC=C1)P(=O)(C1=CC=CC=C1)ON (O-(diphenylphosphoryl)hydroxylamine). Reactants: NC1=CC=C(C#N)C=C1 (4-Aminobenzonitrile), C(C)OC=1C(C(C1OCC)=O)=O (3,4-diethoxy-3-cyclobutene-1,2-dione). Run in C(C)O (ethanol). Yields the product O=C1C(=C(C1=O)NC1=CC=C(C#N)C=C1)OCC (4-(3,4-dioxo-2-ethoxy-cyclobut-1-enylamino)benzonitrile). RXN SMILES: [NH2:1][C:2]1[CH:9]=[CH:8][C:5]([C:6]#[N:7])=[CH:4][CH:3]=1.[CH2:10]([O:12][C:13]1[C:14](=O)[C:15](=[O:20])[C:16]=1[O:17]CC)[CH3:11]>C(O)C>[O:17]=[C:16]1[C:15](=[O:20])[C:14]([NH:1][C:2]2[CH:9]=[CH:8][C:5]([C:6]#[N:7])=[CH:4][CH:3]=2)=[C:13]1[O:12][CH2:10][CH3:11]. Procedure details: 4-Aminobenzonitrile (17.58 g, 149 mmol) was added to a solution of 3,4-diethoxy-3-cyclobutene-1,2-dione (25.31 g, 149 mmol) in absolute ethanol (450 mL). The mixture was heated at reflux overnight and the resulting suspension filtered hot to remove a small amount of a dirty yellow solid (discarded). The filtrate was gradually concentrated to afford several crops of 4-(3,4-dioxo-2-ethoxy-cyclobut-1-enylamino)benzonitrile, as a bright yellow solid, which were collected by filtration and combined. ... RXN SMILES: [CH3:21][CH2:22][O:23][C:24](=[O:25])[CH3:26].[CH3:3][CH2:4][OH:5].[Cl:6][c:7]1[c:8]([F:19])[c:9]([CH2:16][CH2:17][OH:18])[c:10]([N+:13]([O-:14])=[O:15])[cH:11][cH:12]1.[ClH:1].[Fe:20].[OH2:2]>>[Cl:6][c:7]1[c:8]([F:19])[c:9]([CH2:16][CH2:17][OH:18])[c:10]([NH2:13])[cH:11][cH:12]1. The reactants are CCOC(C)=O, CCO, O=[N+]([O-])c1ccc(Cl)c(F)c1CCO, Cl, [Fe], O. Yields the product Nc1ccc(Cl)c(F)c1CCO. Starting materials: CCN1c2ncc(Br)cc2C(=O)Nc2c1nc(Cl)c(Br)c2C, O=C(C=Cc1ccccc1)C=Cc1ccccc1, C1CCOC1, O=C(C=Cc1ccccc1)C=Cc1ccccc1, O=C(C=Cc1ccccc1)C=Cc1ccccc1, [Pd], [Pd], CCCC[Sn](C=Cc1ccccc1)(CCCC)CCCC, c1ccc([As](c2ccccc2)c2ccccc2)cc1. Product: CCN1c2ncc(CCc3ccccc3)cc2C(=O)Nc2c1nc(Cl)c(Br)c2C. RXN SMILES: [Cl:1][c:2]1[c:3]([Br:22])[c:4]([CH3:21])[c:5]2[c:11]([n:12]1)[N:10]([CH2:13][CH3:14])[c:9]1[c:8]([cH:18][c:17]([Br:19])[cH:16][n:15]1)[C:7](=[O:20])[NH:6]2.[O:106]=[C:107]([CH:108]=[CH:109][c:110]1[cH:111][cH:112][cH:113][cH:114][cH:115]1)[CH:116]=[CH:117][c:118]1[cH:119][cH:120][cH:121][cH:122][cH:123]1.[O:63]1[CH2:64][CH2:65][CH2:66][CH2:67]1.[O:70]=[C:71]([CH:72]=[CH:73][c:74]1[cH:75][cH:76][cH:77][cH:78][cH:79]1)[CH:80]=[CH:81][c:82]1[cH:83][cH:84][cH:85][cH:86][cH:87]1.[O:88]=[C:89]([CH:90]=[CH:91][c:92]1[cH:93][cH:94][cH:95][cH:96][cH:97]1)[CH:98]=[CH:99][c:100]1[cH:101][cH:102][cH:103][cH:104][cH:105]1.[Pd:68].[Pd:69].[c:42]1([CH:48]=[CH:49][Sn:50]([CH2:51][CH2:52][CH2:53][CH3:54])([CH2:55][CH2:56][CH2:57][CH3:58])[CH2:59][CH2:60][CH2:61][CH3:62])[cH:43][cH:44][cH:45][cH:46][cH:47]1.[cH:23]1[cH:24][cH:25][c:26]([As:27]([c:28]2[cH:29][cH:30][cH:31][cH:32][cH:33]2)[c:34]2[cH:35][cH:36][cH:37][cH:38][cH:39]2)[cH:40][cH:41]1>>[Cl:1][c:2]1[c:3]([Br:22])[c:4]([CH3:21])[c:5]2[c:11]([n:12]1)[N:10]([CH2:13][CH3:14])[c:9]1[c:8]([cH:18][c:17]([CH2:49][CH2:48][c:42]3[cH:43][cH:44][cH:45][cH:46][cH:47]3)[cH:16][n:15]1)[C:7](=[O:20])[NH:6]2. The reactants are Br, COc1ccc(Oc2cccc(C(F)(F)F)n2)cc1, O. Product: Oc1ccc(Oc2cccc(C(F)(F)F)n2)cc1. Reaction SMILES: [BrH:20].[F:1][C:2]([c:3]1[n:4][c:5]([O:9][c:10]2[cH:11][cH:12][c:13]([O:16][CH3:17])[cH:14][cH:15]2)[cH:6][cH:7][cH:8]1)([F:18])[F:19].[OH2:21]>>[F:1][C:2]([c:3]1[n:4][c:5]([O:9][c:10]2[cH:11][cH:12][c:13]([OH:16])[cH:14][cH:15]2)[cH:6][cH:7][cH:8]1)([F:18])[F:19]. The reactants are O=C([O-])[O-], COc1cnc2c(Cl)ccnc2c1, [Cs+], [Cs+], Nc1ccc(O)cc1, CN(C)C=O, O. Yields the product COc1cnc2c(Oc3ccc(N)cc3)ccnc2c1. As a reaction SMILES: [C:9](=[O:10])([O-:11])[O-:12].[Cl:15][c:16]1[cH:17][cH:18][n:19][c:20]2[cH:21][c:22]([O:26][CH3:27])[cH:23][n:24][c:25]12.[Cs+:13].[Cs+:14].[NH2:1][c:2]1[cH:3][cH:4][c:5]([OH:6])[cH:7][cH:8]1.[O:29]=[CH:30][N:31]([CH3:32])[CH3:33].[OH2:28]>>[NH2:1][c:2]1[cH:3][cH:4][c:5]([O:6][c:16]2[cH:17][cH:18][n:19][c:20]3[cH:21][c:22]([O:26][CH3:27])[cH:23][n:24][c:25]23)[cH:7][cH:8]1.